From a dataset of the Open Reaction Database (ORD), a public repository of structured organic reaction records. describe an organic reaction: reactants, conditions, products, and yield Starting materials: CS(=O)(=O)Cl (methanesulfonyl chloride), O=C1C2=C(OCC3=C1C=CC=C3)C=CC(=C2)CCO (2-(6,11-dihydro-11-oxodibenz[b,e]oxepin-2-yl)ethanol), CS(=O)(=O)Cl (methanesulfonyl chloride). Solvent: N1=CC=CC=C1 (pyridine). Conditions: time 15 minute. The product is CS(=O)(=O)OCCC1=CC2=C(OCC3=C(C2=O)C=CC=C3)C=C1 (2-(6,11-Dihydro-11-oxodibenz[b,e]oxepin-2-yl)ethanol methanesulfonate). Yield: 39.1%. Reaction SMILES: [O:1]=[C:2]1[C:8]2[CH:9]=[CH:10][CH:11]=[CH:12][C:7]=2[CH2:6][O:5][C:4]2[CH:13]=[CH:14][C:15]([CH2:17][CH2:18][OH:19])=[CH:16][C:3]1=2.[CH3:20][S:21](Cl)(=[O:23])=[O:22]>N1C=CC=CC=1>[CH3:20][S:21]([O:19][CH2:18][CH2:17][C:15]1[CH:14]=[CH:13][C:4]2[O:5][CH2:6][C:7]3[CH:12]=[CH:11][CH:10]=[CH:9][C:8]=3[C:2](=[O:1])[C:3]=2[CH:16]=1)(=[O:23])=[O:22]. Procedure details: A stirred chilled (-5° C.) solution of 2-(6,11-dihydro-11-oxodibenz[b,e]oxepin-2-yl)ethanol (5.08 g, 0.02 mol) and anhydrous pyridine (28 ml) was treated over 60 seconds with methanesulfonyl chloride (2.74 g, 0.024 mol). A mild exotherm was noted and a precipitate separated with continued cooling and stirring for 15 minutes after addition of the methanesulfonyl chloride was completed. Additional methanesulfonyl chloride (1.37 g, 0.012 mol) was added over 30 seconds and after stirring for 15 minu... Reactants: N (ammonia), O1CCCC(C2=C1C=CC=C2)=NO (3,4-dihydro-1-benzoxepin-5(2H)-one oxime), [BH4-].[Na+] (sodium borohydride), O (water). The reagents and catalysts are [Ti](Cl)(Cl)(Cl)Cl (titanium tetrachloride). The solvent is COCCOC (1,2-dimethoxyethane), COCCOC (DME). Run at time 2 day. Product: NC1CCCOC2=C1C=CC=C2 (5-amino-2,3,4,5-tetrahydro-1-benzoxepine). Isolated yield 113.9%. As a reaction SMILES: [O:1]1[C:7]2[CH:8]=[CH:9][CH:10]=[CH:11][C:6]=2[C:5](=[N:12]O)[CH2:4][CH2:3][CH2:2]1.[BH4-].[Na+].O.N>COCCOC.[Ti](Cl)(Cl)(Cl)Cl>[NH2:12][CH:5]1[C:6]2[CH:11]=[CH:10][CH:9]=[CH:8][C:7]=2[O:1][CH2:2][CH2:3][CH2:4]1 |f:1.2|. Procedure details: A solution of 10.0 g (62 mmol) of 3,4-dihydro-1-benzoxepin-5(2H)-one (J. Chem. Soc., Perkin Trans. 1 (1991), 2763) and 4.63 g (68 mmol) of hydroxylamine hydrochloride in 45 ml of ethanol and 45 ml of pyridine was heated under reflux for 5 h. After distilling off the solvents on a rotary evaporator, the residue was treated with water, adjusted to pH 2 with dil hydrochloric acid and stirred for 3 h. After filtering off the precipitated product with suction and drying it, 10.2 g of 3,4-dihydro-1-be... The reactants are N,N-dimethylaminopyridine, N[C@@H](CO)C(=O)[O-] (serinate), C(C1=CC=CC=C1)OC[C@H](NC(=O)OCC1=CC=CC=C1)C(=O)O (O-benzyl-N-benzyloxycarbonyl-L-serine), FC(C(=O)N[C@@H](CO)C(=O)OCC1=CC=CC=C1)(F)F (benzyl N-trifluoroacetyl-L-serinate), N,N-diethylaminopropyl-N'-ethylcarbodiimide hydrochloride. Solvent: C(C)(=O)OCC (ethyl acetate), C(Cl)Cl (methylene chloride). Product: C(C1=CC=CC=C1)OC[C@H](NC(=O)OCC1=CC=CC=C1)C(=O)OC[C@H](NC(C(F)(F)F)=O)C(=O)OCC1=CC=CC=C1 (Benzyl O-(O-benzyl-N-benzyloxycarbonyl-L-serinyl)-N-trifluoroacetyl-L-serinate). As a reaction SMILES: [CH2:1]([O:8][CH2:9][C@@H:10]([C:22]([OH:24])=[O:23])[NH:11][C:12]([O:14][CH2:15][C:16]1[CH:21]=[CH:20][CH:19]=[CH:18][CH:17]=1)=[O:13])[C:2]1[CH:7]=[CH:6][CH:5]=[CH:4][CH:3]=1.[F:25][C:26]([F:44])([F:43])[C:27]([NH:29][C@H:30]([C:33]([O:35][CH2:36][C:37]1[CH:42]=[CH:41][CH:40]=[CH:39][CH:38]=1)=[O:34])[CH2:31]O)=[O:28].N[C@H](C([O-])=O)CO>C(Cl)Cl.C(OCC)(=O)C>[CH2:1]([O:8][CH2:9][C@@H:10]([C:22]([O:24][CH2:31][C@@H:30]([C:33]([O:35][CH2:36][C:37]1[CH:38]=[CH:39][CH:40]=[CH:41][CH:42]=1)=[O:34])[NH:29][C:27](=[O:28])[C:26]([F:25])([F:43])[F:44])=[O:23])[NH:11][C:12]([O:14][CH2:15][C:16]1[CH:17]=[CH:18][CH:19]=[CH:20][CH:21]=1)=[O:13])[C:2]1[CH:3]=[CH:4][CH:5]=[CH:6][CH:7]=1. Procedure: To a solution of O-benzyl-N-benzyloxycarbonyl-L-serine (1 g) and benzyl N-trifluoroacetyl-L-serinate (873 mg) in methylene chloride (20 ml) was added N,N-diethylaminopropyl-N'-ethylcarbodiimide hydrochloride (573 mg) and -N,N-dimethylaminopyridine (37 mg) at 0° C. The reaction mixture was allowed to warm to room temperature and stirred for an hour at room temperature. The reaction mixture was diluted with ethyl acetate (200 ml) and washed successively with 0.2N hydrochloric acid, water, 10% aque... The reactants are ClCCC1CC2=C(C(N(C1)C)=O)C=CC=N2 (8-(2-chloroethyl)-6,7,8,9-tetrahydro-6-methyl-5H-pyrido[3,2-c]azepin-5-one), N1C=NC=C1 (imidazole). Run in CN(C=O)C (dimethylformamide). Conditions: temperature 130 celsius. Yields the product N1(C=NC=C1)CCC1CC2=C(C(N(C1)C)=O)C=CC=N2 (8-[2-(1H-Imidazol-1-yl)ethyl]-6,7,8,9-tetrahydro-6-methyl-5H-pyrido[3,2-c]-azepin-5-one). RXN SMILES: Cl[CH2:2][CH2:3][CH:4]1[CH2:10][N:9]([CH3:11])[C:8](=[O:12])[C:7]2[CH:13]=[CH:14][CH:15]=[N:16][C:6]=2[CH2:5]1.[NH:17]1[CH:21]=[CH:20][N:19]=[CH:18]1>CN(C)C=O>[N:17]1([CH2:2][CH2:3][CH:4]2[CH2:10][N:9]([CH3:11])[C:8](=[O:12])[C:7]3[CH:13]=[CH:14][CH:15]=[N:16][C:6]=3[CH2:5]2)[CH:21]=[CH:20][N:19]=[CH:18]1. Procedure details: To a solution of 8-(2-chloroethyl)-6,7,8,9-tetrahydro-6-methyl-5H-pyrido[3,2-c]azepin-5-one in dimethylformamide (DMF) is added imidazole. The solution is heated to about 130° C. for several hr. DMF is removed by evaporation in vacuo and the residue is taken up in chloroform. The chloroform solution is washed with dilute aqueous sodium hydroxie, dried over anhydrous sodium sulfate and concentrated on a rotary evaporator to give the title compound. Reactants: [BH4-], Cc1c(Br)cccc1N1C(=O)C2CCCCC2C1=O, CO, [Na+]. Yields the product Cc1c(Br)cccc1N1C(=O)C2CCCCC2C1O. Reaction SMILES: [BH4-:20].[Br:1][c:2]1[c:3]([CH3:19])[c:4]([N:8]2[C:9](=[O:18])[CH:10]3[CH2:11][CH2:12][CH2:13][CH2:14][CH:15]3[C:16]2=[O:17])[cH:5][cH:6][cH:7]1.[CH3:22][OH:23].[Na+:21]>>[Br:1][c:2]1[c:3]([CH3:19])[c:4]([N:8]2[C:9](=[O:18])[CH:10]3[CH2:11][CH2:12][CH2:13][CH2:14][CH:15]3[CH:16]2[OH:17])[cH:5][cH:6][cH:7]1. Yields the product ClC=1C=C2C(=NC1)NC=C2C=2C=C(C=NC2)NC(C(=O)NCC(F)(F)F)C(C)C (2-{[5-(5-chloro-1H-pyrrolo[2,3-b]pyridin-3-yl)pyridin-3-yl]amino}-3-methyl-N-(2,2,2-trifluoroethyl)butanamide). The solvent is CO (MeOH), C1CCOC1 (THF). The reactants are ClC=1C=C2C(=NC1)N(C=C2C=2C=C(C=NC2)NC(C(=O)NCC(F)(F)F)C(C)C)S(=O)(=O)C2=CC=C(C=C2)C (2-{[5-(5-chloro-1-[(4-methylphenyl)sulfonyl]-1H-pyrrolo[2,3-b]pyridin-3-yl)pyridin-3-yl]amino}-3-methyl-N-(2,2,2-trifluoroethyl)butanamide), [OH-].[Na+] (sodium hydroxide), C(CN)N (ethylenediamine). Run at time 0.5 hour. The yield is 58.4%. RXN SMILES: [Cl:1][C:2]1[CH:3]=[C:4]2[C:10]([C:11]3[CH:12]=[C:13]([NH:17][CH:18]([CH:27]([CH3:29])[CH3:28])[C:19]([NH:21][CH2:22][C:23]([F:26])([F:25])[F:24])=[O:20])[CH:14]=[N:15][CH:16]=3)=[CH:9][N:8](S(C3C=CC(C)=CC=3)(=O)=O)[C:5]2=[N:6][CH:7]=1.C(N)CN.[OH-].[Na+]>CO.C1COCC1>[Cl:1][C:2]1[CH:3]=[C:4]2[C:10]([C:11]3[CH:12]=[C:13]([NH:17][CH:18]([CH:27]([CH3:29])[CH3:28])[C:19]([NH:21][CH2:22][C:23]([F:24])([F:25])[F:26])=[O:20])[CH:14]=[N:15][CH:16]=3)=[CH:9][NH:8][C:5]2=[N:6][CH:7]=1 |f:2.3|. Procedure details: To a solution of 2-{[5-(5-chloro-1-[(4-methylphenyl)sulfonyl]-1H-pyrrolo[2,3-b]pyridin-3-yl)pyridin-3-yl]amino}-3-methyl-N-(2,2,2-trifluoroethyl)butanamide 1-1a (315 mg, 0.543 mmol) dissolved in a mixture of MeOH (3.0 ml) and THF (7 ml) was added ethylenediamine (0.183 ml, 2.72 mmol) followed by 1 M sodium hydroxide (1.086 ml, 1.086 mmol). The mixture was allowed to stir for ½ hr at room temperature. The reaction was quenched with 1N HCL (2.7 mL), concentrated to remove solvents and aqueous sodi... Yields the product FC1=CC=C(C=C1)C1CCC(N1S(=O)(=O)C1=CC=C(C=C1)C)CCC=1OC(=NN1)C ((2RS,5SR)-2-{2-[5-(4-Fluoro-phenyl)-1-(toluene-4-sulfonyl)-pyrrolidin-2-yl]-ethyl}-5-methyl-[1,3,4]oxadiazole). Starting materials: FC1=CC=C(C=C1)C1CCC(N1S(=O)(=O)C1=CC=C(C=C1)C)CCC(=O)NN ((2RS,5SR)-3-[5-(4-fluoro-phenyl)-1-(toluene-4-sulfonyl)-pyrrolidin-2-yl]-propionic acid hydrazide), C(C)(OCC)(OCC)OCC (triethyl orthoacetate). Reported procedure: The title compound, light yellow oil, MS: m/e=430.2 (M+H+), was prepared in accordance with the general method of example 127 from (2RS,5SR)-3-[5-(4-fluoro-phenyl)-1-(toluene-4-sulfonyl)-pyrrolidin-2-yl]-propionic acid hydrazide and triethyl orthoacetate. As a reaction SMILES: [F:1][C:2]1[CH:7]=[CH:6][C:5]([CH:8]2[N:12]([S:13]([C:16]3[CH:21]=[CH:20][C:19]([CH3:22])=[CH:18][CH:17]=3)(=[O:15])=[O:14])[CH:11]([CH2:23][CH2:24][C:25]([NH:27][NH2:28])=[O:26])[CH2:10][CH2:9]2)=[CH:4][CH:3]=1.[C:29](OCC)(OCC)(OCC)[CH3:30]>>[F:1][C:2]1[CH:7]=[CH:6][C:5]([CH:8]2[N:12]([S:13]([C:16]3[CH:21]=[CH:20][C:19]([CH3:22])=[CH:18][CH:17]=3)(=[O:14])=[O:15])[CH:11]([CH2:23][CH2:24][C:25]3[O:26][C:29]([CH3:30])=[N:28][N:27]=3)[CH2:10][CH2:9]2)=[CH:4][CH:3]=1.